Dataset: the Open Reaction Database (ORD), a public repository of structured organic reaction records. Task: describe an organic reaction: reactants, conditions, products, and yield Reactants: solution, [Li]CCCC (n-BuLi), C12(CC3CC(CC(C1)C3)C2)OC2=CC=C(N)C=C2 (4-(1-adamantyloxy)aniline), solution, [Li]CCCC (n-BuLi), ClCCOCCCl (bis(2-chloroethyl)ether). The solvent is C1CCOC1 (THF), CCCCCC (hexane), C1CCOC1 (THF), CCCCCC (hexane), C1CCOC1 (THF). Run at time 1 hour. Yields the product C12(CC3CC(CC(C1)C3)C2)OC2=CC=C(C=C2)N2CCOCC2 (N-[4-(1-Adamantyloxy)phenyl]morpholine). Reaction SMILES: [C:1]12([O:11][C:12]3[CH:18]=[CH:17][C:15]([NH2:16])=[CH:14][CH:13]=3)[CH2:10][CH:5]3[CH2:6][CH:7]([CH2:9][CH:3]([CH2:4]3)[CH2:2]1)[CH2:8]2.[Li]CCCC.Cl[CH2:25][CH2:26][O:27][CH2:28][CH2:29]Cl>C1COCC1.CCCCCC>[C:1]12([O:11][C:12]3[CH:13]=[CH:14][C:15]([N:16]4[CH2:29][CH2:28][O:27][CH2:26][CH2:25]4)=[CH:17][CH:18]=3)[CH2:8][CH:7]3[CH2:6][CH:5]([CH2:4][CH:3]([CH2:9]3)[CH2:2]1)[CH2:10]2. Reported procedure: To 12.2 g (0.050 mole) of 4-(1-adamantyloxy)aniline dissolved in 200 ml of THF cooled in an ice bath was added dropwise with stirring 47 ml of a 1.07 M solution of n-BuLi in hexane. During the addition 100 ml of THF was added to the reaction mixture, and the mixture was stirred for one hour. 7.16 g (0.050 mole) of bis(2-chloroethyl)ether was added (as a solution in THF) and the mixture was refluxed for nineteen hours and allowed to cool. An additional 47 ml of the 1.07 M solution of n-BuLi in he... Starting materials: CCCCC(=O)Cl, CN(C)c1ccccc1, Cl, CCOC(=O)c1ccc(N)c([N+](=O)[O-])c1. Product: CCCCC(=O)Nc1ccc(C(=O)OCC)cc1[N+](=O)[O-]. Reaction SMILES: [C:16]([CH2:17][CH2:18][CH2:19][CH3:20])(=[O:21])[Cl:22].[CH3:24][N:25]([c:26]1[cH:27][cH:28][cH:29][cH:30][cH:31]1)[CH3:32].[ClH:23].[NH2:1][c:2]1[c:3]([N+:13](=[O:14])[O-:15])[cH:4][c:5]([C:6](=[O:7])[O:8][CH2:9][CH3:10])[cH:11][cH:12]1>>[NH:1]([c:2]1[c:3]([N+:13](=[O:14])[O-:15])[cH:4][c:5]([C:6](=[O:7])[O:8][CH2:9][CH3:10])[cH:11][cH:12]1)[C:16]([CH2:17][CH2:18][CH2:19][CH3:20])=[O:21]. Reactants: [Si](C)(C)(C(C)(C)C)O[C@@H]1C=2C(=C(C(=NC2CC(C1)(C)C)C1CCCC1)C=O)I ((S)-5-(tert-butyldimethylsilyloxy)-2-cyclopentyl-4-iodo-7,7-dimethyl-5,6,7,8-tetrahydroquinoline-3-carbaldehyde), FC1=CC=C(C=C1)[Mg]Br (4-fluorophenylmagnesium bromide). The product is [Si](C)(C)(C(C)(C)C)O[C@@H]1C=2C(=C(C(=NC2CC(C1)(C)C)C1CCCC1)[C@@H](O)C1=CC=C(C=C1)F)I ((S)—((S)-5-(tert-butyldimethylsilyloxy)-2-cyclopentyl-4-iodo-7,7-dimethyl-5,6,7,8-tetrahydroquinolin-3-yl)(4-fluorophenyl)methanol). As a reaction SMILES: [Si:1]([O:8][C@H:9]1[CH2:18][C:17]([CH3:20])([CH3:19])[CH2:16][C:15]2[N:14]=[C:13]([CH:21]3[CH2:25][CH2:24][CH2:23][CH2:22]3)[C:12]([CH:26]=[O:27])=[C:11]([I:28])[C:10]1=2)([C:4]([CH3:7])([CH3:6])[CH3:5])([CH3:3])[CH3:2].[F:29][C:30]1[CH:35]=[CH:34][C:33]([Mg]Br)=[CH:32][CH:31]=1>>[Si:1]([O:8][C@H:9]1[CH2:18][C:17]([CH3:20])([CH3:19])[CH2:16][C:15]2[N:14]=[C:13]([CH:21]3[CH2:22][CH2:23][CH2:24][CH2:25]3)[C:12]([C@H:26]([C:33]3[CH:34]=[CH:35][C:30]([F:29])=[CH:31][CH:32]=3)[OH:27])=[C:11]([I:28])[C:10]1=2)([C:4]([CH3:5])([CH3:6])[CH3:7])([CH3:3])[CH3:2]. Procedure: Obtained by starting from (S)-5-(tert-butyldimethylsilyloxy)-2-cyclopentyl-4-iodo-7,7-dimethyl-5,6,7,8-tetrahydroquinoline-3-carbaldehyde and 4-fluorophenylmagnesium bromide.